From a dataset of the Open Reaction Database (ORD), a public repository of structured organic reaction records. describe an organic reaction: reactants, conditions, products, and yield Reactants: C(C1=CC=CC=C1)OC(=O)C1=CNC2=CC=CC=C12 (1H-indole-3-carboxylic acid benzyl ester), [H-].[Na+] (NaH), C(C)(=O)O (Acetic acid), ClS(=O)(=O)N=C=O (chlorosulfonyl isocyanate). The solvent is C1CCOC1 (THF), O (water), CO (MeOH). Run at time 3.5 hour. Yields the product C(C1=CC=CC=C1)OC(=O)C1=CN(C2=CC=CC=C12)C(N)=O (1-Carbamoyl-1H-indole-3-carboxylic acid benzyl ester). As a reaction SMILES: [CH2:1]([O:8][C:9]([C:11]1[C:19]2[C:14](=[CH:15][CH:16]=[CH:17][CH:18]=2)[NH:13][CH:12]=1)=[O:10])[C:2]1[CH:7]=[CH:6][CH:5]=[CH:4][CH:3]=1.[H-].[Na+].ClS([N:26]=[C:27]=[O:28])(=O)=O.C(O)(=O)C>C1COCC1.CO.O>[CH2:1]([O:8][C:9]([C:11]1[C:19]2[C:14](=[CH:15][CH:16]=[CH:17][CH:18]=2)[N:13]([C:27](=[O:28])[NH2:26])[CH:12]=1)=[O:10])[C:2]1[CH:7]=[CH:6][CH:5]=[CH:4][CH:3]=1 |f:1.2|. Procedure details: To a solution of 1H-indole-3-carboxylic acid benzyl ester (3.5 g, 13.9 mmol) in THF (70 mL) at 5° C., was added NaH (60% in mineral oil, 557 mg, 13.9 mmol). The mixture was stirred at 5° C. for 30 min before slow dropwise addition of chlorosulfonyl isocyanate (2.42 mL, 27.9 mmol) maintaining the temperature between 5° C. and 10° C. The pale yellow solution was further stirred at RT for 3.5 h. Acetic acid (22.5 mL) was added (exothermic), and the resulting solution was stirred at RT for 1.5 h bef... Starting materials: O=C([O-])O, CCOC(C)=O, ClCCl, [Na+], [Na+], [Na+], O=S([O-])([O-])=S, OCCCn1cnc2ccccc21. Product: O=CCCn1cnc2ccccc21. As a reaction SMILES: [C:14](=[O:15])([OH:16])[O-:17].[CH3:19][CH2:20][O:21][C:22](=[O:23])[CH3:24].[Cl:32][CH2:33][Cl:34].[Na+:18].[Na+:30].[Na+:31].[S:25]([O-:26])([O-:27])(=[O:28])=[S:29].[n:1]1([CH2:10][CH2:11][CH2:12][OH:13])[cH:2][n:3][c:4]2[c:5]1[cH:6][cH:7][cH:8][cH:9]2>>[n:1]1([CH2:10][CH2:11][CH:12]=[O:13])[cH:2][n:3][c:4]2[c:5]1[cH:6][cH:7][cH:8][cH:9]2. The reactants are CCOC(C)=O, Cc1cccc(C#CC2(C3CCCC3)CC(=O)CC(=O)O2)c1. The product is Cc1cccc(CCC2(C3CCCC3)CC(=O)CC(=O)O2)c1. As a reaction SMILES: [CH3:23][CH2:24][O:25][C:26]([CH3:27])=[O:28].[CH:1]1([C:6]2([C:14]#[C:15][c:16]3[cH:17][c:18]([CH3:22])[cH:19][cH:20][cH:21]3)[CH2:7][C:8](=[O:13])[CH2:9][C:10](=[O:12])[O:11]2)[CH2:2][CH2:3][CH2:4][CH2:5]1>>[CH:1]1([C:6]2([CH2:14][CH2:15][c:16]3[cH:17][c:18]([CH3:22])[cH:19][cH:20][cH:21]3)[CH2:7][C:8](=[O:13])[CH2:9][C:10](=[O:12])[O:11]2)[CH2:2][CH2:3][CH2:4][CH2:5]1. The reactants are CC(=O)Nc1ccc(C=O)cc1, C1CCNCC1, Cc1ccc2c(c1)C(=S)CC(c1ccccc1)O2, CCO. Product: CC(=O)Nc1ccc(C=C2C(=S)c3cc(C)ccc3OC2c2ccccc2)cc1. Reaction SMILES: [C:19]([CH3:20])(=[O:21])[NH:22][c:23]1[cH:24][cH:25][c:26]([CH:27]=[O:28])[cH:29][cH:30]1.[CH2:31]1[CH2:32][CH2:33][NH:34][CH2:35][CH2:36]1.[CH3:1][c:2]1[cH:3][c:4]2[c:9]([cH:10][cH:11]1)[O:8][CH:7]([c:12]1[cH:13][cH:14][cH:15][cH:16][cH:17]1)[CH2:6][C:5]2=[S:18].[CH3:37][CH2:38][OH:39]>>[CH3:1][c:2]1[cH:3][c:4]2[c:9]([cH:10][cH:11]1)[O:8][CH:7]([c:12]1[cH:13][cH:14][cH:15][cH:16][cH:17]1)[C:6](=[CH:27][c:26]1[cH:25][cH:24][c:23]([NH:22][C:19]([CH3:20])=[O:21])[cH:30][cH:29]1)[C:5]2=[S:18].